From a dataset of the Open Reaction Database (ORD), a public repository of structured organic reaction records. describe an organic reaction: reactants, conditions, products, and yield Reactants: C1(CCCCC1)CC=O (cyclohexylacetaldehyde), [Cl-].[NH4+] (ammonium chloride), [Mg] (magnesium), C(=C)Br (vinyl bromide), C(=C)[Mg]Br (vinylmagnesium bromide). The solvent is C1CCOC1 (THF), C1CCOC1 (THF), C1CCOC1 (THF), O (H2O). Conditions: time 30 minute. Yields the product C1(CCCCC1)CC(C=C)O (1-cyclohexyl-3-buten-2-ol). RXN SMILES: [CH:1]1([CH2:7][CH:8]=[O:9])[CH2:6][CH2:5][CH2:4][CH2:3][CH2:2]1.[CH:10]([Mg]Br)=[CH2:11].[Mg].C(Br)=C.[Cl-].[NH4+]>O.C1COCC1>[CH:1]1([CH2:7][CH:8]([OH:9])[CH:10]=[CH2:11])[CH2:6][CH2:5][CH2:4][CH2:3][CH2:2]1 |f:4.5|. Procedure details: A solution of 60 g (0.47 mol) of cyclohexylacetaldehyde in 400 ml of abs. THF is added dropwise at -20° to a solution of vinylmagnesium bromide in abs. THF, prepared from 13.8 g (0.57 mol) of magnesium and 66.3 g (0.62 mol) of vinyl bromide in 500 ml of abs. THF. When the addition is complete, the whole is stirred for 30 minutes at -20° and then hydrolysed with 900 ml of saturated ammonium chloride solution. After diluting with 250 ml of H2O, the reaction mixture is extracted three times with 1 ... Product: CN(N)c1cc2c(nn1)CCN(C(=O)c1ccccc1)C2. Reactants: CSc1cc2c(nn1)CCN(C(=O)c1ccccc1)C2, CNN, CCO. Reaction SMILES: [C:1]([c:2]1[cH:3][cH:4][cH:5][cH:6][cH:7]1)(=[O:8])[N:9]1[CH2:10][c:11]2[c:12]([n:13][n:14][c:15]([S:17][CH3:18])[cH:16]2)[CH2:19][CH2:20]1.[CH3:21][NH:22][NH2:23].[CH3:24][CH2:25][OH:26]>>[C:1]([c:2]1[cH:3][cH:4][cH:5][cH:6][cH:7]1)(=[O:8])[N:9]1[CH2:10][c:11]2[c:12]([n:13][n:14][c:15]([N:22]([CH3:21])[NH2:23])[cH:16]2)[CH2:19][CH2:20]1. The reactants are CCCC1CCC(C(CO)CO)CC1, Cc1ccc(S(=O)(=O)O)cc1, ClCCl, O=Cc1ccc(F)c(F)c1, O. Product: CCCC1CCC(C2COC(c3ccc(F)c(F)c3)OC2)CC1. RXN SMILES: [CH2:1]([CH2:2][CH3:3])[CH:4]1[CH2:5][CH2:6][CH:7]([CH:10]([CH2:11][OH:12])[CH2:13][OH:14])[CH2:8][CH2:9]1.[CH3:25][c:26]1[cH:27][cH:28][c:29]([S:30]([OH:31])(=[O:32])=[O:33])[cH:34][cH:35]1.[Cl:37][CH2:38][Cl:39].[F:15][c:16]1[cH:17][c:18]([CH:19]=[O:20])[cH:21][cH:22][c:23]1[F:24].[OH2:36]>>[CH2:1]([CH2:2][CH3:3])[CH:4]1[CH2:5][CH2:6][CH:7]([CH:10]2[CH2:11][O:12][CH:19]([c:18]3[cH:17][c:16]([F:15])[c:23]([F:24])[cH:22][cH:21]3)[O:14][CH2:13]2)[CH2:8][CH2:9]1.